Dataset: the Open Reaction Database (ORD), a public repository of structured organic reaction records. Task: describe an organic reaction: reactants, conditions, products, and yield Starting materials: [OH-].[Na+] (NaOH), C(CC)(=O)OCCC1=CC(=CC=C1)C(=C)C (2-[3′-isopropenylphenyl]ethyl propionate), O1CCOCC1 (dioxan). Reaction conditions: time 8 hour. Product: C(=C)(C)C=1C=C(C=CC1)C(C(=O)O)C (2-[3′-(isopropenyl)phenyl]propionic acid). RXN SMILES: [OH-:1].[Na+].C([O:7][CH2:8][CH2:9][C:10]1[CH:15]=[CH:14][CH:13]=[C:12]([C:16]([CH3:18])=[CH2:17])[CH:11]=1)(=O)CC.O1CCOC[CH2:20]1>>[C:16]([C:12]1[CH:11]=[C:10]([CH:9]([CH3:20])[C:8]([OH:7])=[O:1])[CH:15]=[CH:14][CH:13]=1)([CH3:18])=[CH2:17] |f:0.1|. Procedure details: 1N NaOH (5 ml) was added to a solution of the ester in dioxan (5 ml) and the solution is stirred at r.t. overnight. After evaporation of the organic solvent, the mixture is acidified to pH=2 with 2N HCl until complete precipitation of the product, which is isolated, as a white solid by filtration. Reactants: Cl, Cl, Cl, O=C(O)c1cc2c(Oc3ccc(F)cc3)cccc2[nH]1, NC1CCN(CCN2CCCCCC2)CC1. Yields the product O=C(NC1CCN(CCN2CCCCCC2)CC1)c1cc2c(Oc3ccc(F)cc3)cccc2[nH]1. As a reaction SMILES: [ClH:21].[ClH:22].[ClH:23].[F:1][c:2]1[cH:3][cH:4][c:5]([O:6][c:7]2[c:8]3[cH:9][c:10]([C:16](=[O:17])[OH:18])[nH:11][c:12]3[cH:13][cH:14][cH:15]2)[cH:19][cH:20]1.[N:24]1([CH2:31][CH2:32][N:33]2[CH2:34][CH2:35][CH:36]([NH2:39])[CH2:37][CH2:38]2)[CH2:25][CH2:26][CH2:27][CH2:28][CH2:29][CH2:30]1>>[F:1][c:2]1[cH:3][cH:4][c:5]([O:6][c:7]2[c:8]3[cH:9][c:10]([C:16](=[O:18])[NH:39][CH:36]4[CH2:35][CH2:34][N:33]([CH2:32][CH2:31][N:24]5[CH2:25][CH2:26][CH2:27][CH2:28][CH2:29][CH2:30]5)[CH2:38][CH2:37]4)[nH:11][c:12]3[cH:13][cH:14][cH:15]2)[cH:19][cH:20]1. The reactants are ice water, [OH-].[NH4+] (ammonium hydroxide), product, OC(C)C1CCSC=2NC3=CC=CC=C3C21 (4-(1-Hydroxyethyl)-2,3,4,9-tetrahydrothiopyrano[2,3-b]indole), C(C)(=O)OC(C)=O (acetic anhydride). The solvent is CS(=O)C (dimethylsulfoxide). Conditions: time 20 hour. Product: C(C)(=O)C1CCSC=2NC3=CC=CC=C3C21 (4-Acetyl-2,3,4,9-tetrahydrothiopyrano[2,3-b]indole). Reaction SMILES: [OH:1][CH:2]([CH:4]1[C:16]2[C:15]3[C:10](=[CH:11][CH:12]=[CH:13][CH:14]=3)[NH:9][C:8]=2[S:7][CH2:6][CH2:5]1)[CH3:3].C(OC(=O)C)(=O)C.[OH-].[NH4+]>CS(C)=O>[C:2]([CH:4]1[C:16]2[C:15]3[C:10](=[CH:11][CH:12]=[CH:13][CH:14]=3)[NH:9][C:8]=2[S:7][CH2:6][CH2:5]1)(=[O:1])[CH3:3] |f:2.3|. Procedure: To a solution of the product (300 mg) of the above (1) in dimethylsulfoxide (5 ml) is added acetic anhydride (0.7 ml). The mixture is stirred at room temperature for 20 hours. The reaction mixture is poured into ice water, made alkaline with ammonium hydroxide and extracted with ether. The extract is washed with water, dried and evaporated to give an oil (450 mg). The oil is chromatographed on a column of silica gel and eluted with hexane-benzene (3:10) and benzene. The title compound is obtaine...